From a dataset of the Open Reaction Database (ORD), a public repository of structured organic reaction records. describe an organic reaction: reactants, conditions, products, and yield Starting materials: CCOC(=O)c1cc(CCc2ccc(Cl)cc2)c[nH]1, CO, [Na+], [OH-]. Product: O=C(O)c1cc(CCc2ccc(Cl)cc2)c[nH]1. As a reaction SMILES: [CH2:3]([CH3:4])[O:5][C:6](=[O:7])[c:8]1[nH:9][cH:10][c:11]([CH2:13][CH2:14][c:15]2[cH:16][cH:17][c:18]([Cl:21])[cH:19][cH:20]2)[cH:12]1.[CH3:22][OH:23].[Na+:2].[OH-:1]>>[O:5]=[C:6]([OH:7])[c:8]1[nH:9][cH:10][c:11]([CH2:13][CH2:14][c:15]2[cH:16][cH:17][c:18]([Cl:21])[cH:19][cH:20]2)[cH:12]1. The reactants are C(C)(=O)OC1C2=CC=CC=C2OC=2C=CC=CC12 (9-acetoxyxanthene), NC1CN(CC1)CC (3-amino-1-ethylpyrrolidine). Yields the product C(C)N1CC(CC1)NC1C2=CC=CC=C2OC=2C=CC=CC12 (N-(N-ethyl-3-pyrrolidinyl)-9 -xanthenylamine). As a reaction SMILES: C(O[CH:5]1[C:18]2[CH:17]=[CH:16][CH:15]=[CH:14][C:13]=2[O:12][C:11]2[C:6]1=[CH:7][CH:8]=[CH:9][CH:10]=2)(=O)C.[NH2:19][CH:20]1[CH2:24][CH2:23][N:22]([CH2:25][CH3:26])[CH2:21]1>C1(C)C=CC=CC=1>[CH2:25]([N:22]1[CH2:23][CH2:24][CH:20]([NH:19][CH:5]2[C:6]3[CH:7]=[CH:8][CH:9]=[CH:10][C:11]=3[O:12][C:13]3[C:18]2=[CH:17][CH:16]=[CH:15][CH:14]=3)[CH2:21]1)[CH3:26]. Solvent: C1(=CC=CC=C1)C (toluene). Procedure details: Refluxing 4.0 g. of 9-acetoxyxanthene and 2.05 g. of 3-amino-1-ethylpyrrolidine in 175 ml. of dry toluene for 24 hours, then working up as in Example 1 gives N-(N-ethyl-3-pyrrolidinyl)-9 -xanthenylamine. Starting materials: [Cl-].N[N+]1=C(N(C=C1)N)C (1,3-diamino-2-methylimidazolium chloride), CN(C1=CC=C(C=O)C=C1)C (4-dimethylaminobenzaldehyde). Run in C(C)(=O)O (acetic acid), C(C)(=O)O (acetic acid). Conditions: time 2 hour. The product is [Cl-].CN(C1=CC=C(C=N[N+]2=C(N(C=C2)N=CC2=CC=C(C=C2)N(C)C)C)C=C1)C (1,3-bis[[p-(dimethylamino)benzylidene]amino]-2-methylimidazolium chloride). As a reaction SMILES: [Cl-:1].[NH2:2][N+:3]1[CH:7]=[CH:6][N:5]([NH2:8])[C:4]=1[CH3:9].[CH3:10][N:11]([CH3:20])[C:12]1[CH:19]=[CH:18][C:15]([CH:16]=O)=[CH:14][CH:13]=1>C(O)(=O)C>[Cl-:1].[CH3:10][N:11]([CH3:20])[C:12]1[CH:19]=[CH:18][C:15]([CH:16]=[N:2][N+:3]2[CH:7]=[CH:6][N:5]([N:8]=[CH:16][C:15]3[CH:18]=[CH:19][C:12]([N:11]([CH3:20])[CH3:10])=[CH:13][CH:14]=3)[C:4]=2[CH3:9])=[CH:14][CH:13]=1 |f:0.1,4.5|. Reported procedure: 0.22 of 1,3-diamino-2-methylimidazolium chloride is dissolved in 5 ml of glacial acetic acid, whereupon the solution is treated with a solution of 0.45 g of 4-dimethylaminobenzaldehyde in 5 ml of glacial acetic acid. After stirring for 2 hours, the yellow precipitate is removed by filtration. After drying, there is obtained 1,3-bis[[p-(dimethylamino)benzylidene]amino]-2-methylimidazolium chloride of decomposition point 264°-266°. The mother liquor is treated with ether, to yield a second portion... Starting materials: CC(C)(C)OC(=O)c1c(-c2ccccc2)csc1NC(=O)CCCCC(=O)Nc1ccc(Cl)cc1C(=O)[O-], CC(C)(C)OC(=O)c1c(-c2ccccc2)csc1NC(=O)CCCCC(=O)Nc1ccc(Cl)cc1C(=O)O, ClCCl, Cl, O=C(O)C(F)(F)F, [Na+]. Product: O=C(CCCCC(=O)Nc1scc(-c2ccccc2)c1C(=O)O)Nc1ccc(Cl)cc1C(=O)O. As a reaction SMILES: [C:1]([CH3:2])([CH3:3])([CH3:4])[O:5][C:6](=[O:7])[c:8]1[c:9]([NH:19][C:20]([CH2:21][CH2:22][CH2:23][CH2:24][C:25](=[O:26])[NH:27][c:28]2[c:29]([C:30](=[O:31])[O-:32])[cH:33][c:34]([Cl:37])[cH:35][cH:36]2)=[O:38])[s:10][cH:11][c:12]1-[c:13]1[cH:14][cH:15][cH:16][cH:17][cH:18]1.[C:41]([O:42][C:43]([c:44]1[c:45](-[c:46]2[cH:47][cH:48][cH:49][cH:50][cH:51]2)[cH:52][s:53][c:54]1[NH:55][C:56](=[O:57])[CH2:58][CH2:59][CH2:60][CH2:61][C:62]([NH:63][c:64]1[cH:65][cH:66][c:67]([Cl:68])[cH:69][c:70]1[C:71]([OH:72])=[O:73])=[O:74])=[O:75])([CH3:76])([CH3:77])[CH3:78].[CH2:86]([Cl:87])[Cl:88].[ClH:40].[F:79][C:80]([F:81])([F:82])[C:83]([OH:84])=[O:85].[Na+:39]>>[O:5]=[C:6]([OH:7])[c:8]1[c:9]([NH:19][C:20]([CH2:21][CH2:22][CH2:23][CH2:24][C:25](=[O:26])[NH:27][c:28]2[c:29]([C:30](=[O:31])[OH:32])[cH:33][c:34]([Cl:37])[cH:35][cH:36]2)=[O:38])[s:10][cH:11][c:12]1-[c:13]1[cH:14][cH:15][cH:16][cH:17][cH:18]1. Reactants: C(C1=CC=CC=C1)OC=1C(=NC=CC1OC)C(=O)O (3-benzyloxy-4-methoxypicolinic acid), O(C1=CC=CC=C1)C1=CC=C(N)C=C1 (4-phenoxyaniline), C(C1=CC=CC=C1)OC=1C(=NC(=CC1OC)OC)C(=O)O (3-benzyloxy-4,6-dimethoxypicolinic acid), COC1=CC=C(OC2=CC=C(N)C=C2)C=C1 (4-(4′-methoxyphenoxy)aniline). Yields the product OC=1C(=NC(=CC1OC)OC)C(=O)NC1=CC=C(C=C1)OC1=CC=CC=C1 (3-Hydroxy-4,6-dimethoxy-4′-phenoxypicolinanilide). As a reaction SMILES: C(OC1C(C(O)=O)=NC=CC=1OC)C1C=CC=CC=1.C([O:27][C:28]1[C:29]([C:38]([OH:40])=O)=[N:30][C:31]([O:36][CH3:37])=[CH:32][C:33]=1[O:34][CH3:35])C1C=CC=CC=1.CO[C:43]1[CH:56]=[CH:55][C:46]([O:47][C:48]2[CH:54]=[CH:53][C:51]([NH2:52])=[CH:50][CH:49]=2)=[CH:45][CH:44]=1.O(C1C=CC(N)=CC=1)C1C=CC=CC=1>>[OH:27][C:28]1[C:29]([C:38]([NH:52][C:51]2[CH:50]=[CH:49][C:48]([O:47][C:46]3[CH:55]=[CH:56][CH:43]=[CH:44][CH:45]=3)=[CH:54][CH:53]=2)=[O:40])=[N:30][C:31]([O:36][CH3:37])=[CH:32][C:33]=1[O:34][CH3:35]. Procedure details: The procedure of Example 29 was repeated, except that 3-benzyloxy-4-methoxypicolinic acid was changed to 3-benzyloxy-4,6-dimethoxypicolinic acid and 4-(4′-methoxyphenoxy)aniline was changed to 4-phenoxyaniline. Thus, the title compound was prepared.